This data is from the Open Reaction Database (ORD), a public repository of structured organic reaction records. The task is: describe an organic reaction: reactants, conditions, products, and yield The reactants are COc1ccc(-c2nc(-c3ccc(OC)cc3)c(C(N)=O)[nH]2)cc1, CS(C)=O. The product is COc1ccc(-c2nc(-c3ccc(C)cc3)[nH]c2C(N)=O)cc1. Reaction SMILES: [CH3:1][O:2][c:3]1[cH:4][cH:5][c:6](-[c:9]2[nH:10][c:11]([C:22](=[O:23])[NH2:24])[c:12](-[c:14]3[cH:15][cH:16][c:17]([O:20][CH3:21])[cH:18][cH:19]3)[n:13]2)[cH:7][cH:8]1.[CH3:25][S:26]([CH3:27])=[O:28]>>[c:3]1([CH3:25])[cH:4][cH:5][c:6](-[c:9]2[nH:10][c:11]([C:22](=[O:23])[NH2:24])[c:12](-[c:14]3[cH:15][cH:16][c:17]([O:20][CH3:21])[cH:18][cH:19]3)[n:13]2)[cH:7][cH:8]1. Procedure: To a mixture of 5.23 g of 4-fluoro-3-nitro-benzo trifluoride and 25 ml of N-methylpyrrolidone was added 3.69 g of n-propylamine under ice cool, and the mixture was stirred for 1 hour at room temperature. The reaction mixture was poured into water, and the deposited solid was collected by filtration. This solid was washed with water, then, dried under reduced pressure to obtain 2.78 g of N-propyl-2-nitro-4-trifluoromethylaniline. Run in O (water). Product: C(CC)NC1=C(C=C(C=C1)C(F)(F)F)[N+](=O)[O-] (N-propyl-2-nitro-4-trifluoromethylaniline). Starting materials: FC1=C(C=C(C=C1)C(F)(F)F)[N+](=O)[O-] (4-fluoro-3-nitro-benzo trifluoride), CN1C(CCC1)=O (N-methylpyrrolidone), C(CC)N (n-propylamine). Reaction conditions: time 1 hour. Reaction SMILES: F[C:2]1[CH:7]=[CH:6][C:5]([C:8]([F:11])([F:10])[F:9])=[CH:4][C:3]=1[N+:12]([O-:14])=[O:13].C[N:16]1C[CH2:19][CH2:18][C:17]1=O.C(N)CC>O>[CH2:17]([NH:16][C:2]1[CH:7]=[CH:6][C:5]([C:8]([F:11])([F:10])[F:9])=[CH:4][C:3]=1[N+:12]([O-:14])=[O:13])[CH2:18][CH3:19]. Starting materials: O=C(CN(C(CC1=CC=CC=C1)=O)C(C1=CC(=C(C(=C1)Cl)Cl)Cl)(C)C)C (N-(2-oxopropyl)-N-(3,4,5-trichloro-α,α-dimethylbenzyl)phenylacetamide), [OH-].[K+] (potassium hydroxide). The solvent is C(C)O (ethanol). The product is CC1=C(C(N(C1)C(C1=CC(=C(C(=C1)Cl)Cl)Cl)(C)C)=O)C1=CC=CC=C1 (4-methyl-3-phenyl-1-(3,4,5-trichloro-α,α-dimethylbenzyl)-3-pyrrolin-2-one). The yield is 88.1%. RXN SMILES: O=[C:2]([CH3:26])[CH2:3][N:4]([C:14]([CH3:25])([CH3:24])[C:15]1[CH:20]=[C:19]([Cl:21])[C:18]([Cl:22])=[C:17]([Cl:23])[CH:16]=1)[C:5](=[O:13])[CH2:6][C:7]1[CH:12]=[CH:11][CH:10]=[CH:9][CH:8]=1.[OH-].[K+]>C(O)C>[CH3:26][C:2]1[CH2:3][N:4]([C:14]([CH3:25])([CH3:24])[C:15]2[CH:20]=[C:19]([Cl:21])[C:18]([Cl:22])=[C:17]([Cl:23])[CH:16]=2)[C:5](=[O:13])[C:6]=1[C:7]1[CH:12]=[CH:11][CH:10]=[CH:9][CH:8]=1 |f:1.2|. Procedure details: 40 g (96.9 mmol) of N-(2-oxopropyl)-N-(3,4,5-trichloro-α,α-dimethylbenzyl)phenylacetamide (having a melting point of from 149 to 153° C.) prepared in accordance with the method of Reference Example 8, was dissolved in 500 ml of ethanol under heating, and 3.2 g (48.5 mmol) of potassium hydroxide powder was added thereto. The mixture was refluxed under heating for 10 minutes. The reaction solution was cooled, and then precipitated crystals were collected by filtration, washed with water and then a... Starting materials: C(C)NCC1=NC=CC=C1 (ethyl-pyridin-2-ylmethyl-amine), CCN(C(C)C)C(C)C (DIPEA), C1(=CC=C(C=C1)NCC(=O)O)C (p-tolylamino-acetic acid), CN(C)C(=[N+](C)C)ON1C2=C(C=CC=C2)N=N1.[B-](F)(F)(F)F (TBTU). The solvent is C(C)(=O)OCC (ethyl acetate), O (Water), CN(C)C=O (DMF), CN(C)C=O (DMF). Reaction conditions: temperature -20 celsius, time 15 minute. Product: C(C)N(C(CNC1=CC=C(C=C1)C)=O)CC1=NC=CC=C1 (N-Ethyl-N-pyridin-2-ylmethyl-2-p-tolylamino-acetamide). Isolated yield 71.9%. RXN SMILES: [CH2:1]([NH:3][CH2:4][C:5]1[CH:10]=[CH:9][CH:8]=[CH:7][N:6]=1)[CH3:2].CCN(C(C)C)C(C)C.[C:20]1([CH3:31])[CH:25]=[CH:24][C:23]([NH:26][CH2:27][C:28](O)=[O:29])=[CH:22][CH:21]=1.CN(C(ON1N=NC2C=CC=CC1=2)=[N+](C)C)C.[B-](F)(F)(F)F>CN(C=O)C.C(OCC)(=O)C.O>[CH2:1]([N:3]([CH2:4][C:5]1[CH:10]=[CH:9][CH:8]=[CH:7][N:6]=1)[C:28](=[O:29])[CH2:27][NH:26][C:23]1[CH:24]=[CH:25][C:20]([CH3:31])=[CH:21][CH:22]=1)[CH3:2] |f:3.4|. Procedure: A suspension of ethyl-pyridin-2-ylmethyl-amine (29.0 mmol) and DIPEA (78.0 mmol) in DMF (50 mL) was cooled to −20° C. and added to a cold (−20° C.) solution of p-tolylamino-acetic acid (26.0 mmol) and TBTU (34.0 mmol) in DMF (100 mL). The reaction mixture was stirred for 15 min at −20° C. Water (300 mL) and ethyl acetate (400 mL) were added, the layers were separated and the organic layer washed with water (4×100 mL). The combined aqueous layers were extracted with ethyl acetate (200 mL). The co... Starting materials: FC(CCOC(=O)N1CCN(CC1)C(CNC(=O)OCC1=CC=CC=C1)=O)(F)F (4-(2-Benzyloxycarbonylamino-acetyl)-piperazine-1-carboxylic acid 3,3,3-trifluoro-propyl ester). Reagents/catalysts: [Pd] (Pd/C). Solvent: C(C)O (ethanol). Reaction conditions: time 12 hour. Product: FC(CCOC(=O)N1CCN(CC1)C(CN)=O)(F)F (4-(2-Amino-acetyl)-piperazine-1-carboxylic acid 3,3,3-trifluoro-propyl ester). RXN SMILES: [F:1][C:2]([F:29])([F:28])[CH2:3][CH2:4][O:5][C:6]([N:8]1[CH2:13][CH2:12][N:11]([C:14](=[O:27])[CH2:15][NH:16]C(OCC2C=CC=CC=2)=O)[CH2:10][CH2:9]1)=[O:7]>C(O)C.[Pd]>[F:29][C:2]([F:1])([F:28])[CH2:3][CH2:4][O:5][C:6]([N:8]1[CH2:13][CH2:12][N:11]([C:14](=[O:27])[CH2:15][NH2:16])[CH2:10][CH2:9]1)=[O:7]. Procedure details: To a solution of 1.63 g 4-(2-Benzyloxycarbonylamino-acetyl)-piperazine-1-carboxylic acid 3,3,3-trifluoro-propyl ester in 40 ml ethanol were added 200 mg Pd/C (10%) and the suspension stirred under an atmosphere of hydrogen (3 bar) for 12 h. The reaction mixture was filtrated over a plug of Celite®, washed with ethanol and concentrated. Yield: 1.02 g colorless oil. Starting materials: BrC=1C(=C(C(=NC1)N)[N+](=O)[O-])Cl (5-bromo-4-chloro-3-nitropyridin-2-amine), N1=C(C=CC=C1)C(C)N1CCN(CC1)C(=O)OC(C)(C)C (tert-butyl 4-(1-(pyridin-2-yl)ethyl)piperazine-1-carboxylate), NC1=NC=C(C(=C1[N+](=O)[O-])N1CCN(CC1)CC(=O)NC=1SC=CN1)Br (2-(4-(2-amino-5-bromo-3-nitropyridin-4-yl)piperazin-1-yl)-N-(thiazol-2-yl)acetamide). Run in CC(C)O (iPrOH), CCN(C(C)C)C(C)C (DIPEA), C(=O)(C(F)(F)F)O (TFA), C(Cl)Cl (CH2Cl2). Reaction conditions: time 18 hour. Product: BrC=1C(=C(C(=NC1)N)[N+](=O)[O-])N1CCN(CC1)C(C)C1=NC=CC=C1 (5-Bromo-3-nitro-4-(4-(1-(pyridin-2-yl)ethyl)piperazin-1-yl)pyridin-2-amine). Reaction SMILES: [N:1]1[CH:6]=[CH:5][CH:4]=[CH:3][C:2]=1[CH:7]([N:9]1[CH2:14][CH2:13][N:12]([C:15](OC(C)(C)C)=O)[CH2:11][CH2:10]1)[CH3:8].[Br:22][C:23]1C(Cl)=[C:25]([N+:30]([O-:32])=[O:31])[C:26]([NH2:29])=[N:27][CH:28]=1.NC1C([N+]([O-])=O)=C(N2CCN(CC(NC3SC=CN=3)=O)CC2)C(Br)=CN=1>C(O)(C(F)(F)F)=O.C(Cl)Cl.CC(O)C.CCN(C(C)C)C(C)C>[Br:22][C:23]1[C:15]([N:12]2[CH2:11][CH2:10][N:9]([CH:7]([C:2]3[CH:3]=[CH:4][CH:5]=[CH:6][N:1]=3)[CH3:8])[CH2:14][CH2:13]2)=[C:25]([N+:30]([O-:32])=[O:31])[C:26]([NH2:29])=[N:27][CH:28]=1. Procedure details: A solution of tert-butyl 4-(1-(pyridin-2-yl)ethyl)piperazine-1-carboxylate (1.1 eq, 1.10 mmol, 321 mg) in TFA (4 mL) and CH2Cl2 (4 mL) at 0° C. was stirred for 30 minutes and concentrated in vacuo. The remaining TFA was removed by azeotroping with toluene (3×10 mL) and drying at high vacuum for 2 h. Then the residue was reacted with 5-bromo-4-chloro-3-nitropyridin-2-amine (253 mg, 1.00 mmol) in iPrOH (5 mL) and DIPEA (2 mL) using the same procedure described for 2-(4-(2-amino-5-bromo-3-nitropyri...